From a dataset of the Open Reaction Database (ORD), a public repository of structured organic reaction records. describe an organic reaction: reactants, conditions, products, and yield Reactants: BrC=1C=C(C=CC1O)C1=CC=C(C=C1)C(=O)OCC (ethyl 3′-bromo-4′-hydroxy-biphenyl-4-carboxylate), C(C)(C)(C)C=1C=C(C=CC1N1CCCC1)C=1C=C(C=CC1O)C1=CC=C(C=C1)C(=O)OCC (ethyl 3″-tert-butyl-4′-hydroxy-4″-pyrrolidin-1-yl[1,1′;3′,1″]terphenyl-4-carboxylate), C(C)(C)(C)C=1C=C(C=CC1N1CCCC1)B(O)O (3-tert-butyl-4-pyrrolidinophenylboronic acid), C([O-])([O-])=O.[K+].[K+] (potassium carbonate). The reagents and catalysts are C=1C=CC(=CC1)[P](C=2C=CC=CC2)(C=3C=CC=CC3)[Pd]([P](C=4C=CC=CC4)(C=5C=CC=CC5)C=6C=CC=CC6)([P](C=7C=CC=CC7)(C=8C=CC=CC8)C=9C=CC=CC9)[P](C=1C=CC=CC1)(C=1C=CC=CC1)C=1C=CC=CC1 (tetrakis(triphenylphosphine)palladium). Product: C(C)(C)(C)C=1C=C(C=CC1N1CCCC1)C=1C=C(C=CC1)C1=CCC(C=C1)(C(=O)OCC)O (ethyl 3″-tert-butyl-4-hydroxy-4″-pyrrolidin-1-yl[1,1′;3′,1″]terphenyl-4-carboxylate). Yield: 63.0%. Reaction SMILES: BrC1C=C(C2C=CC(C(OCC)=O)=CC=2)C=CC=1[OH:8].C(C1C=C(B(O)O)C=CC=1N1CCCC1)(C)(C)C.C(=O)([O-])[O-].[K+].[K+].[C:44]([C:48]1[CH:49]=[C:50]([C:59]2[CH:60]=[C:61]([C:66]3[CH:71]=[CH:70][C:69]([C:72]([O:74][CH2:75][CH3:76])=[O:73])=[CH:68][CH:67]=3)[CH:62]=[CH:63][C:64]=2O)[CH:51]=[CH:52][C:53]=1[N:54]1[CH2:58][CH2:57][CH2:56][CH2:55]1)([CH3:47])([CH3:46])[CH3:45]>C1C=CC([P]([Pd]([P](C2C=CC=CC=2)(C2C=CC=CC=2)C2C=CC=CC=2)([P](C2C=CC=CC=2)(C2C=CC=CC=2)C2C=CC=CC=2)[P](C2C=CC=CC=2)(C2C=CC=CC=2)C2C=CC=CC=2)(C2C=CC=CC=2)C2C=CC=CC=2)=CC=1>[C:44]([C:48]1[CH:49]=[C:50]([C:59]2[CH:60]=[C:61]([C:66]3[CH:71]=[CH:70][C:69]([OH:8])([C:72]([O:74][CH2:75][CH3:76])=[O:73])[CH2:68][CH:67]=3)[CH:62]=[CH:63][CH:64]=2)[CH:51]=[CH:52][C:53]=1[N:54]1[CH2:58][CH2:57][CH2:56][CH2:55]1)([CH3:45])([CH3:46])[CH3:47] |f:2.3.4,^1:80,82,101,120|. Reported procedure: In a manner similar to that of Example 1d, by reacting 1 g of ethyl 3′-bromo-4′-hydroxy-biphenyl-4-carboxylate (3 mmol) with 1.2 g of 3-tert-butyl-4-pyrrolidinophenylboronic acid (4.5 mmol) in the presence of 5 mL of 2M potassium carbonate (10 mmol) and 360 mg of tetrakis(triphenylphosphine)palladium (Pd(PPh3)4), 900 mg of ethyl 3″-tert-butyl-4′-hydroxy-4″-pyrrolidin-1-yl[1,1′;3′,1″]terphenyl-4-carboxylate are obtained (yield=63%) in the form of a yellow solid. Starting materials: OC=1C2=C(N=CN1)C(=CC=N2)C(=O)N (4-hydroxypyrido[3,2-d]pyrimidine-8-carboxamide), Cl.N[C@H](CN1CCC1)C1=CC(=C(C#N)C=C1)Cl (4-((S)-1-Amino-2-azetidin-1-yl-ethyl)-2-chloro-benzonitrile hydrochloride). The product is N1(CCC1)C[C@H](C1=CC(=C(C=C1)C#N)Cl)NC=1C2=C(N=CN1)C(=CC=N2)C(=O)N (4-[(S)-2-Azetidin-1-yl-1-(3-chloro-4-cyano-phenyl)-ethylamino]-pyrido[3,2-d]pyrimidine-8-carboxylic acid amide). Reaction SMILES: O[C:2]1[C:3]2[N:11]=[CH:10][CH:9]=[C:8]([C:12]([NH2:14])=[O:13])[C:4]=2[N:5]=[CH:6][N:7]=1.Cl.[NH2:16][C@@H:17]([C:23]1[CH:30]=[CH:29][C:26]([C:27]#[N:28])=[C:25]([Cl:31])[CH:24]=1)[CH2:18][N:19]1[CH2:22][CH2:21][CH2:20]1>>[N:19]1([CH2:18][C@@H:17]([NH:16][C:2]2[C:3]3[N:11]=[CH:10][CH:9]=[C:8]([C:12]([NH2:14])=[O:13])[C:4]=3[N:5]=[CH:6][N:7]=2)[C:23]2[CH:30]=[CH:29][C:26]([C:27]#[N:28])=[C:25]([Cl:31])[CH:24]=2)[CH2:22][CH2:21][CH2:20]1 |f:1.2|. Reported procedure: Compound 47 was prepared following general synthesis scheme 7 wherein 4-hydroxypyrido[3,2-d]pyrimidine-8-carboxamide (G) was reacted with 4-((S)-1-Amino-2-azetidin-1-yl-ethyl)-2-chloro-benzonitrile hydrochloride to give the title compound as a white solid. LC/MS [409 (M+H)]; 1H NMR (400 MHz, DMSO-d6) δ 9.90 (s, 1H), 9.16 (d, 1H), 9.03 (d, 1H), 8.56 (s, 1H), 8.40 (d, 1H), 8.18 (s, 1H), 7.93 (d, 1H), 7.66 (d, 1H), 5.35 (s, 1H), 3.27-2.97 (m, 2H), 2.88 (d, 2H), 2.01-1.83 (m, 4H). The reactants are ClCCCl, C=CCn1c(-c2ccc(Cl)cc2)nn(CC(=O)O)c1=O, Cl, CC(C)(N)c1cccc(C(F)(F)F)c1, CN(C)C=O, O, On1nnc2ccccc21. Yields the product C=CCn1c(-c2ccc(Cl)cc2)nn(CC(=O)NC(C)(C)c2cccc(C(F)(F)F)c2)c1=O. As a reaction SMILES: [CH2:45]([Cl:46])[CH2:47][Cl:48].[Cl:1][c:2]1[cH:3][cH:4][c:5](-[c:8]2[n:9][n:10]([CH2:17][C:18](=[O:19])[OH:20])[c:11](=[O:16])[n:12]2[CH2:13][CH:14]=[CH2:15])[cH:6][cH:7]1.[ClH:49].[F:21][C:22]([c:23]1[cH:24][c:25]([C:29]([CH3:30])([CH3:31])[NH2:32])[cH:26][cH:27][cH:28]1)([F:33])[F:34].[O:50]=[CH:51][N:52]([CH3:53])[CH3:54].[OH2:55].[OH:35][n:36]1[c:37]2[c:38]([cH:39][cH:40][cH:41][cH:42]2)[n:43][n:44]1>>[Cl:1][c:2]1[cH:3][cH:4][c:5](-[c:8]2[n:9][n:10]([CH2:17][C:18](=[O:20])[NH:32][C:29]([c:25]3[cH:24][c:23]([C:22]([F:21])([F:33])[F:34])[cH:28][cH:27][cH:26]3)([CH3:30])[CH3:31])[c:11](=[O:16])[n:12]2[CH2:13][CH:14]=[CH2:15])[cH:6][cH:7]1. Starting materials: Cc1ccc2oc(=O)[nH]c2n1, OCc1cccc(I)c1. Yields the product Cc1ccc2oc(=O)n(Cc3cccc(I)c3)c2n1. RXN SMILES: [CH3:1][c:2]1[cH:3][cH:4][c:5]2[c:6]([n:7]1)[nH:8][c:9](=[O:11])[o:10]2.[I:12][c:13]1[cH:14][c:15]([CH2:19][OH:20])[cH:16][cH:17][cH:18]1>>[CH3:1][c:2]1[cH:3][cH:4][c:5]2[c:6]([n:7]1)[n:8]([CH2:19][c:15]1[cH:14][c:13]([I:12])[cH:18][cH:17][cH:16]1)[c:9](=[O:11])[o:10]2.